This data is from the Open Reaction Database (ORD), a public repository of structured organic reaction records. The task is: describe an organic reaction: reactants, conditions, products, and yield Reactants: CN(C)C=O, [H][H], NP(N)(=O)NC(=O)c1ccc([N+](=O)[O-])cc1. Yields the product Nc1ccc(C(=O)NP(N)(N)=O)cc1. Reaction SMILES: [CH3:19][N:20]([CH3:21])[CH:22]=[O:23].[H:17][H:18].[NH2:1][P:2](=[O:3])([NH:4][C:5]([c:6]1[cH:7][cH:8][c:9]([N+:12]([O-:13])=[O:14])[cH:10][cH:11]1)=[O:15])[NH2:16]>>[NH2:1][P:2](=[O:3])([NH:4][C:5]([c:6]1[cH:7][cH:8][c:9]([NH2:12])[cH:10][cH:11]1)=[O:15])[NH2:16]. Reactants: BrC1=CN=C(C2=CC(=CC=C12)S(=O)(=O)Cl)Cl (4-Bromo-1-chloro-7-isoquinolinesulphonyl chloride), C1(=NC=CC2=CC=CC=C12)O (isoquinolinol), BrN1C(CCC1=O)=O (N-bromosuccinimide). Solvent: CC#N (MeCN). Yields the product BrC1=CNC(C2=CC=CC=C12)=O (4-bromo-1-(2H)-isoquinolone). RXN SMILES: [Br:1][C:2]1[C:11]2[C:6](=[CH:7][C:8](S(Cl)(=O)=O)=[CH:9][CH:10]=2)[C:5](Cl)=[N:4][CH:3]=1.C1([OH:27])C2C(=CC=CC=2)C=CN=1.BrN1C(=O)CCC1=O>CC#N>[Br:1][C:2]1[C:11]2[C:6](=[CH:7][CH:8]=[CH:9][CH:10]=2)[C:5](=[O:27])[NH:4][CH:3]=1. Procedure details: 4-Bromo-1-chloro-7-isoquinolinesulphonyl chloride ##STR198## A suspension of isoquinolinol (10 g, 68.9 mmol) in MeCN (250 ml) at 50° C., was treated with N-bromosuccinimide (12.6 g, 70.8 mmol) whereupon almost complete solution occurred before a thick white precipitate was formed. After heating under reflux for 3 h, the reaction mixture was cooled in ice and the solid filtered, washed with MeCN, and dried to afford 4-bromo-1-(2H)-isoquinolone (7.6 g, 34.0 mmol). Reactants: C([O-])(O)=O.[Na+] (sodium bicarbonate), S(=S)(=O)([O-])[O-].[Na+].[Na+] (sodium thiosulfate), CC(=O)OI1(C2=CC=CC=C2C(=O)O1)(OC(=O)C)OC(=O)C (1,1,1-Triacetoxy-1,1-dihydro-1,2-benziodoxol-3(1H)-one), FC=1C=C(C=C(C1)S(=O)(=O)C)CO ([3-fluoro-5-(methylsulfonyl)phenyl]methanol). Run in C(Cl)Cl (DCM), C(Cl)Cl (DCM). Run at time 2 hour. Yields the product FC=1C=C(C=O)C=C(C1)S(=O)(=O)C (3-fluoro-5-(methylsulfonyl)benzaldehyde). The yield is 75.5%. Reaction SMILES: CC(OI1(OC(C)=O)(OC(C)=O)OC(=O)C2C1=CC=CC=2)=O.[F:23][C:24]1[CH:25]=[C:26]([CH2:34][OH:35])[CH:27]=[C:28]([S:30]([CH3:33])(=[O:32])=[O:31])[CH:29]=1.C(=O)(O)[O-].[Na+].S([O-])([O-])(=O)=S.[Na+].[Na+]>C(Cl)Cl>[F:23][C:24]1[CH:25]=[C:26]([CH:27]=[C:28]([S:30]([CH3:33])(=[O:32])=[O:31])[CH:29]=1)[CH:34]=[O:35] |f:2.3,4.5.6|. Procedure details: 1,1,1-Triacetoxy-1,1-dihydro-1,2-benziodoxol-3(1H)-one (530 mg, 1.21 mmol) was added in one portion to [3-fluoro-5-(methylsulfonyl)phenyl]methanol (225 mg, 1.10 mmol) in DCM (20 mL) at 22° C. The resulting solution was stirred at ambient temperature for 2 hours. The reaction mixture was diluted with DCM (50 ml) and poured into saturated aqueous sodium bicarbonate (30 mL) containing sodium thiosulfate (1219 mg, 7.71 mmol). The resulting suspension was stirred for 10 minutes before separating the ... The reactants are CCOP(=O)(CO)OCC, [Cl-], ClCC#CCCl, [H-], [NH4+], [Na+], C1CCOC1. Product: CCOP(=O)(COCC#CCCl)OCC. RXN SMILES: [CH2:1]([CH3:2])[O:3][P:4]([O:5][CH2:6][CH3:7])(=[O:8])[CH2:9][OH:10].[Cl-:19].[Cl:11][CH2:12][C:13]#[C:14][CH2:15][Cl:16].[H-:17].[NH4+:20].[Na+:18].[O:21]1[CH2:22][CH2:23][CH2:24][CH2:25]1>>[CH2:1]([CH3:2])[O:3][P:4]([O:5][CH2:6][CH3:7])(=[O:8])[CH2:9][O:10][CH2:15][C:14]#[C:13][CH2:12][Cl:11]. Starting materials: COC(=O)CBr, CN(C)C=O, Cc1cc2c(O)cccc2n1Cc1ccccc1-c1ccccc1. Product: COC(=O)COc1cccc2c1cc(C)n2Cc1ccccc1-c1ccccc1. Reaction SMILES: [Br:25][CH2:26][C:27](=[O:28])[O:29][CH3:30].[O:31]=[CH:32][N:33]([CH3:34])[CH3:35].[c:1]1(-[c:19]2[cH:20][cH:21][cH:22][cH:23][cH:24]2)[c:2]([CH2:7][n:8]2[c:9]([CH3:18])[cH:10][c:11]3[c:12]([OH:17])[cH:13][cH:14][cH:15][c:16]23)[cH:3][cH:4][cH:5][cH:6]1>>[c:1]1(-[c:19]2[cH:20][cH:21][cH:22][cH:23][cH:24]2)[c:2]([CH2:7][n:8]2[c:9]([CH3:18])[cH:10][c:11]3[c:12]([O:17][CH2:26][C:27](=[O:28])[O:29][CH3:30])[cH:13][cH:14][cH:15][c:16]23)[cH:3][cH:4][cH:5][cH:6]1.